This data is from the Open Reaction Database (ORD), a public repository of structured organic reaction records. The task is: describe an organic reaction: reactants, conditions, products, and yield Reactants: [N+](=O)([O-])C1=CC=C(C=C1)O (4-Nitrophenol), C([O-])([O-])=O.[K+].[K+] (potassium carbonate), CN(C=O)C (dimethylformamide), C(C)C(CBr)CCCC (2-Ethyl-1-hexyl bromide), O (water). Reaction conditions: temperature 100 celsius. Yields the product C(C)C1=C(C=CC=C1[N+](=O)[O-])OCCCCCC (2-ethyl-1-hexyloxynitro benzene). Yield: 99.0%. RXN SMILES: [N+]([C:4]1[CH:9]=[CH:8][C:7]([OH:10])=[CH:6][CH:5]=1)([O-])=O.C(=O)([O-])[O-:12].[K+].[K+].C[N:18]([CH3:21])C=O.[CH2:22]([CH:24]([CH2:27][CH2:28][CH2:29][CH3:30])CBr)[CH3:23].[OH2:31]>>[CH2:29]([C:28]1[C:21]([N+:18]([O-:12])=[O:31])=[CH:23][CH:22]=[CH:24][C:27]=1[O:10][CH2:7][CH2:6][CH2:5][CH2:4][CH2:9][CH3:8])[CH3:30] |f:1.2.3|. Procedure: 4-Nitrophenol (10 g, 72mmol) and potassium carbonate (30.4 g, 0.22 mol) were added to dimethylformamide (80 mL) at room temperature and the mixture was stirred with heating at 100° C. for 2 hours. 2-Ethyl-1-hexyl bromide (16.7 g, 86mmol) was slowly added to the mixture for 20 minutes. After the addition the mixture was further stirred at 150° C. for 3 hours. After cooling, the reaction mixture was poured into water (500 mL) and then the mixture was extracted with methylene chloride. After evapor...